This data is from the Open Reaction Database (ORD), a public repository of structured organic reaction records. The task is: describe an organic reaction: reactants, conditions, products, and yield Starting materials: COC1=CC=C(C=C1)[Mg]Br (4-Methoxyphenylmagnesium bromide), BrC=1C=C(C=CC1)C(=NS(=O)C(C)(C)C)C1=C(C(=CC=C1)F)C#N (N-((3-bromophenyl)(2-cyano-3-fluorophenyl)methylene)-2-methylpropane-2-sulfinamide), Cl (hydrogen chloride). Run in C1CCOC1 (THF). The product is BrC=1C=C(C=CC1)C1(N=C(C2=C(C=CC=C12)F)N)C1=CC=C(C=C1)OC (1-(3-Bromophenyl)-4-fluoro-1-(4-methoxyphenyl)-1H-isoindol-3-amine). Yield: 94.8%. RXN SMILES: [CH3:1][O:2][C:3]1[CH:8]=[CH:7][C:6]([Mg]Br)=[CH:5][CH:4]=1.[Br:11][C:12]1[CH:13]=[C:14]([C:18]([C:26]2[CH:31]=[CH:30][CH:29]=[C:28]([F:32])[C:27]=2[C:33]#[N:34])=[N:19]S(C(C)(C)C)=O)[CH:15]=[CH:16][CH:17]=1.Cl>C1COCC1>[Br:11][C:12]1[CH:13]=[C:14]([C:18]2([C:6]3[CH:7]=[CH:8][C:3]([O:2][CH3:1])=[CH:4][CH:5]=3)[C:26]3[C:27](=[C:28]([F:32])[CH:29]=[CH:30][CH:31]=3)[C:33]([NH2:34])=[N:19]2)[CH:15]=[CH:16][CH:17]=1. Procedure: 4-Methoxyphenylmagnesium bromide (6.00 mL, 3.00 mmol) was added to a solution of N-((3-bromophenyl)(2-cyano-3-fluorophenyl)methylene)-2-methylpropane-2-sulfinamide (0.407 g, 1 mmol) in THF (10 mL) at 0° C. under an argon atmosphere. The resulting mixture was stirred and allowed to reach r.t. over night, then quenched with saturated aqueous NH4Cl, diluted with saturated aqueous NaHCO3 and extracted with DCM. The combined organics were passed through a phase separator (Sorbent) and concentrated. T... Reactants: NC1=C(C=C(C#N)C=C1)Cl (4-amino-3-chlorobenzonitrile), C(=O)([O-])[O-].[Cs+].[Cs+] (Cs2CO3), ClC1=NC=2N(C(=C1C)N(C(OC(C)(C)C)=O)C1CC1)N=CC2C=O (tert-butyl 5-chloro-3-formyl-6-methylpyrazolo[1,5-a]pyrimidin-7-yl(cyclopropyl)carbamate), C=1C=CC(=CC1)P(C=2C=CC=CC2)C3=CC=C4C=CC=CC4=C3C5=C6C=CC=CC6=CC=C5P(C=7C=CC=CC7)C=8C=CC=CC8 (BINAP). Reagents/catalysts: C(C)(=O)[O-].[Pd+2].C(C)(=O)[O-] (palladium(II) acetate). Solvent: O1CCOCC1 (1,4-dioxane), CCOCC (Et2O). Reaction conditions: time 1 hour. Product: ClC=1C=C(C#N)C=CC1NC1=NC=2N(C(=C1C)NC1CC1)N=CC2C=O (3-chloro-4-(7-(cyclopropylamino)-3-formyl-6-methylpyrazolo[1,5-a]pyrimidin-5-ylamino)benzonitrile). The yield is 32.0%. RXN SMILES: [NH2:1][C:2]1[CH:9]=[CH:8][C:5]([C:6]#[N:7])=[CH:4][C:3]=1[Cl:10].C([O-])([O-])=O.[Cs+].[Cs+].Cl[C:18]1[C:23]([CH3:24])=[C:22]([N:25]([CH:33]2[CH2:35][CH2:34]2)C(=O)OC(C)(C)C)[N:21]2[N:36]=[CH:37][C:38]([CH:39]=[O:40])=[C:20]2[N:19]=1.C1C=CC(P(C2C(C3C(P(C4C=CC=CC=4)C4C=CC=CC=4)=CC=C4C=3C=CC=C4)=C3C(C=CC=C3)=CC=2)C2C=CC=CC=2)=CC=1>O1CCOCC1.C([O-])(=O)C.[Pd+2].C([O-])(=O)C.CCOCC>[Cl:10][C:3]1[CH:4]=[C:5]([CH:8]=[CH:9][C:2]=1[NH:1][C:18]1[C:23]([CH3:24])=[C:22]([NH:25][CH:33]2[CH2:34][CH2:35]2)[N:21]2[N:36]=[CH:37][C:38]([CH:39]=[O:40])=[C:20]2[N:19]=1)[C:6]#[N:7] |f:1.2.3,7.8.9|. Procedure: To 4-amino-3-chlorobenzonitrile (52 mg, 0.34 mmol), Cs2CO3 (130 mg, 0.4 mmol) were added to tert-butyl 5-chloro-3-formyl-6-methylpyrazolo[1,5-a]pyrimidin-7-yl(cyclopropyl)carbamate (100 mg, 0.29 mmol) dissolved in 1,4-dioxane (1.1 mL). Racemic BINAP (11 mg, 0.017 mmol) and palladium(II) acetate (8 mg, 0.011 mmol) were then added. The mixture was sealed and irradiated at 110° C. for 60 min in the microwave. Et2O (3 mL) was added and the solution was filtered. The filtrate was concentrated in vacu... Reactants: Br, [Cu]Br, O=N[O-], Nc1nc2ccc([N+](=O)[O-])cc2s1, [Na+], O. Product: O=[N+]([O-])c1ccc2nc(Br)sc2c1. As a reaction SMILES: [BrH:18].[Cu:20][Br:21].[N:14]([O-:15])=[O:16].[NH2:1][c:2]1[s:3][c:4]2[c:5]([n:6]1)[cH:7][cH:8][c:9]([N+:11](=[O:12])[O-:13])[cH:10]2.[Na+:17].[OH2:19]>>[c:2]1([Br:18])[s:3][c:4]2[c:5]([n:6]1)[cH:7][cH:8][c:9]([N+:11](=[O:12])[O-:13])[cH:10]2. Starting materials: BrCCCC(=O)OC(C)(C)C (t-Butyl 4-bromobutanoate), ClC(C(=O)OC)=O (methyl chlorooxoacetate), C(C)(C)(C)OC(=O)CCCCCC(C(=O)OC)=O (methyl 7-tert-butyoxycarbonyl-2-oxoheptanoate). The reagents and catalysts are [Zn] (zinc). The product is C(C)(C)(C)OC(=O)CCCC(C(=O)OC)=O (Methyl 5-tert-Butoxycarbonyl-2-oxopentanoate). Yield: 85.4%. RXN SMILES: Br[CH2:2][CH2:3][CH2:4][C:5]([O:7][C:8]([CH3:11])([CH3:10])[CH3:9])=[O:6].Cl[C:13](=[O:18])[C:14]([O:16][CH3:17])=[O:15].C(OC(CCCCCC(=O)C(OC)=O)=O)(C)(C)C>[Zn]>[C:8]([O:7][C:5]([CH2:4][CH2:3][CH2:2][C:13](=[O:18])[C:14]([O:16][CH3:17])=[O:15])=[O:6])([CH3:11])([CH3:10])[CH3:9]. Procedure details: t-Butyl 4-bromobutanoate (1.22 g, 5.49 mmol), activated zinc (0.75 g in 15 ml of THF) and methyl chlorooxoacetate (0.74 ml, 6 mmol) were reacted by the same procedure as described in Example 1 for the preparation of methyl 7-tert-butyoxycarbonyl-2-oxoheptanoate to give the crude title material (1.08 g) as a colorless liquid which is used directly in next step. Reactants: FC(C=1C=C(C(=S)N)C=CC1)(F)F (3-trifluoromethyl-thiobenzamide), ClC(C(=O)OCC)C(=O)C (ethyl 2-chloro-acetoacetate). Solvent: C(C)O (ethanol). Yields the product C(C)OC(=O)C1=C(N=C(S1)C1=CC(=CC=C1)C(F)(F)F)C (4-Methyl-2-(3-trifluoromethyl-phenyl)-thiazole-5-carboxylic acid ethyl ester). The yield is 69.8%. As a reaction SMILES: [F:1][C:2]([F:13])([F:12])[C:3]1[CH:4]=[C:5]([CH:9]=[CH:10][CH:11]=1)[C:6]([NH2:8])=[S:7].Cl[CH:15]([C:21]([CH3:23])=O)[C:16]([O:18][CH2:19][CH3:20])=[O:17]>C(O)C>[CH2:19]([O:18][C:16]([C:15]1[S:7][C:6]([C:5]2[CH:9]=[CH:10][CH:11]=[C:3]([C:2]([F:1])([F:12])[F:13])[CH:4]=2)=[N:8][C:21]=1[CH3:23])=[O:17])[CH3:20]. Procedure: A solution of 3-trifluoromethyl-thiobenzamide (5 g, 23.2 mmol) and ethyl 2-chloro-acetoacetate (3.2 ml, 23.2 mmol) in ethanol (300 ml) was heated at reflux temperature for 14 hours. The solvent was removed under reduced pressure and the residue partitioned between ice water and ethyl acetate. The layers were separated and the aqueous phase extracted two times with ethyl acetate. The combined extracts were washed two times with ice water/brine 1/1 and dried over sodium sulfate. The solvent was re... The reactants are CC(C)(C)OC(=O)CCc1ccc(O[Si](c2ccccc2)(c2ccccc2)C(C)(C)C)cc1COC(=O)NC1CCCCC1, C1CCOC1, CCCC[N+](CCCC)(CCCC)CCCC, [F-]. Product: CC(C)(C)OC(=O)CCc1ccc(O)cc1COC(=O)NC1CCCCC1. RXN SMILES: [C:1]([CH3:2])([CH3:3])([CH3:4])[O:5][C:6]([CH2:7][CH2:8][c:9]1[c:10]([CH2:33][O:34][C:35]([NH:36][CH:37]2[CH2:38][CH2:39][CH2:40][CH2:41][CH2:42]2)=[O:43])[cH:11][c:12]([O:15][Si:16]([C:17]([CH3:18])([CH3:19])[CH3:20])([c:21]2[cH:22][cH:23][cH:24][cH:25][cH:26]2)[c:27]2[cH:28][cH:29][cH:30][cH:31][cH:32]2)[cH:13][cH:14]1)=[O:44].[CH2:63]1[O:64][CH2:65][CH2:66][CH2:67]1.[CH3:46][CH2:47][CH2:48][CH2:49][N+:50]([CH2:51][CH2:52][CH2:53][CH3:54])([CH2:55][CH2:56][CH2:57][CH3:58])[CH2:59][CH2:60][CH2:61][CH3:62].[F-:45]>>[C:1]([CH3:2])([CH3:3])([CH3:4])[O:5][C:6]([CH2:7][CH2:8][c:9]1[c:10]([CH2:33][O:34][C:35]([NH:36][CH:37]2[CH2:38][CH2:39][CH2:40][CH2:41][CH2:42]2)=[O:43])[cH:11][c:12]([OH:15])[cH:13][cH:14]1)=[O:44]. Reactants: Cl.Cl.NC=1C(=C(COC=2C=3N(C=CC2)C(=C(N3)C)Br)C(=CC1)Cl)Cl (8-(3-amino-2,6-dichlorobenzyloxy)-3-bromo-2-methylimidazo[1,2-a]pyridine dihydrochloride), N1=CC=CC=C1 (pyridine), CN1C(CCC1)=O (N-methylpyrrolidone), C(CC)(=O)Cl (propionyl chloride). The solvent is O (water). Conditions: temperature 60 celsius, time 1 hour. The product is BrC1=C(N=C2N1C=CC=C2OCC2=C(C(=CC=C2Cl)NC(CC)=O)Cl)C (3-bromo-8-(2,6-dichloro-3-propionylaminobenzyloxy)-2-methylimidazo [1,2-a]pyridine). RXN SMILES: Cl.Cl.[NH2:3][C:4]1[C:5]([Cl:24])=[C:6]([C:20]([Cl:23])=[CH:21][CH:22]=1)[CH2:7][O:8][C:9]1[C:10]2[N:11]([C:15]([Br:19])=[C:16]([CH3:18])[N:17]=2)[CH:12]=[CH:13][CH:14]=1.N1C=CC=CC=1.CN1C[CH2:35][CH2:34][C:33]1=[O:37].C(Cl)(=O)CC>O>[Br:19][C:15]1[N:11]2[CH:12]=[CH:13][CH:14]=[C:9]([O:8][CH2:7][C:6]3[C:20]([Cl:23])=[CH:21][CH:22]=[C:4]([NH:3][C:33](=[O:37])[CH2:34][CH3:35])[C:5]=3[Cl:24])[C:10]2=[N:17][C:16]=1[CH3:18] |f:0.1.2|. Procedure: To a suspension of 8-(3-amino-2,6-dichlorobenzyloxy)-3-bromo-2-methylimidazo[1,2-a]pyridine dihydrochloride (200 mg), pyridine (1 ml) and N-methylpyrrolidone (3 ml) was added propionyl chloride (78 mg) and the mixture was stirred at 60° C. for 1 hour. To the cooled mixture was added water, and the precipitate was collected by filtration and dissolved in chloroform. This organic solution was washed with water and brine respectively, dried with magnesium sulfate and concentrated in vacuo. The resi... Starting materials: COC(=O)C(CO)NCCCCCCC#N, Cc1ccccc1, O=C(Cl)Cl, ClCCl, c1ccncc1. The product is COC(=O)C1COC(=O)N1CCCCCCC#N. As a reaction SMILES: [C:1](#[N:2])[CH2:3][CH2:4][CH2:5][CH2:6][CH2:7][CH2:8][NH:9][CH:10]([CH2:11][OH:12])[C:13](=[O:14])[O:15][CH3:16].[CH3:30][c:31]1[cH:32][cH:33][cH:34][cH:35][cH:36]1.[Cl:23][C:24]([Cl:25])=[O:26].[Cl:27][CH2:28][Cl:29].[cH:17]1[cH:18][cH:19][n:20][cH:21][cH:22]1>>[C:1](#[N:2])[CH2:3][CH2:4][CH2:5][CH2:6][CH2:7][CH2:8][N:9]1[CH:10]([C:13](=[O:14])[O:15][CH3:16])[CH2:11][O:12][C:24]1=[O:26].